Dataset: the Open Reaction Database (ORD), a public repository of structured organic reaction records. Task: describe an organic reaction: reactants, conditions, products, and yield Starting materials: C1C(=O)COC1=O (tetronic acid), C(=O)(O)C1=CC=C(S1)C=O (5-carboxy-2-thiophenecarboxaldehyde). Run in C1CCOC1 (THF). Run at time 10 minute. Product: C(=O)(O)C1=CC=C(S1)C=C1C(OCC1=O)=O (3-[(5-carboxy-2-thienyl)-methylene]-2,4(3H,5H)-furandione). Isolated yield 67.0%. Reaction SMILES: [CH2:1]1[C:6](=[O:7])[O:5][CH2:4][C:2]1=[O:3].[C:8]([C:11]1[S:15][C:14]([CH:16]=O)=[CH:13][CH:12]=1)([OH:10])=[O:9]>C1COCC1>[C:8]([C:11]1[S:15][C:14]([CH:16]=[C:1]2[C:2](=[O:3])[CH2:4][O:5][C:6]2=[O:7])=[CH:13][CH:12]=1)([OH:10])=[O:9]. Reported procedure: As before, 0.571 gm of tetronic acid (FW=100, 5.7 mmole) was reacted with 2.2 equiv. or 1.96 gm of 5-carboxy-2-thiophenecarboxaldehyde with 6 mL of THF and 10.5 mL of conc. HC1 and applied heat. A greenish precipitate formed immediately. Stirring was continued for 10 minutes. Workup and recrystallization from methanol gave 0.91 gm (67%) of the product having a M. p. of approximately 255°-268° C. and a molecular formula of C10H6O5S: calculated %C 50.42; %H 2.54; found %c 50.22; %H 2.75.